Dataset: the Open Reaction Database (ORD), a public repository of structured organic reaction records. Task: describe an organic reaction: reactants, conditions, products, and yield The product is CN(C)CCc1ccccc1Sc1c[nH]c2ccccc12. As a reaction SMILES: [Al+3:24].[CH2:29]1[O:30][CH2:31][CH2:32][CH2:33]1.[H-:23].[H-:26].[H-:27].[H-:28].[Li+:25].[nH:1]1[cH:2][c:3]([S:10][c:11]2[c:12]([CH2:17][C:18](=[O:19])[N:20]([CH3:21])[CH3:22])[cH:13][cH:14][cH:15][cH:16]2)[c:4]2[cH:5][cH:6][cH:7][cH:8][c:9]12>>[nH:1]1[cH:2][c:3]([S:10][c:11]2[c:12]([CH2:17][CH2:18][N:20]([CH3:21])[CH3:22])[cH:13][cH:14][cH:15][cH:16]2)[c:4]2[cH:5][cH:6][cH:7][cH:8][c:9]12. Reactants: [Al+3], C1CCOC1, [H-], [H-], [H-], [H-], [Li+], CN(C)C(=O)Cc1ccccc1Sc1c[nH]c2ccccc12. Reactants: N1=CC=C(C=C1)O (4-pyridinol), [H-].[Na+] (sodium hydride), F[B-](F)(F)F.NC1=CC(=C(C(=O)N[C@@H]2[C@@H](CN(CC2)CC[N+]2=C(C=C(C=C2C2=CC=CC=C2)C2=CC=CC=C2)C2=CC=CC=C2)OC)C=C1Cl)OC (cis-1-[2-[4-[(4-amino-5-chloro-2-methoxybenzoyl)amino]-3-methoxy-1-piperidinyl]ethyl]-2,4,6-triphenylpyridinium tetrafluoroborate). Solvent: CC1=CC=CC=C1 (methylbenzene), CC1=CC=CC=C1 (methylbenzene). Run at time 2 hour. Yields the product NC1=CC(=C(C(=O)N[C@@H]2[C@@H](CN(CC2)CCOC2=CC=NC=C2)OC)C=C1Cl)OC (cis-4-amino-5-chloro-2-methoxy-N-[3-methoxy-1-[2-(4-pyridinyloxy)ethyl]-4-piperidinyl]benzamide). The yield is 28.3%. As a reaction SMILES: [N:1]1[CH:6]=[CH:5][C:4]([OH:7])=[CH:3][CH:2]=1.[H-].[Na+].F[B-](F)(F)F.[NH2:15][C:16]1[C:58]([Cl:59])=[CH:57][C:19]([C:20]([NH:22][C@H:23]2[CH2:28][CH2:27][N:26]([CH2:29][CH2:30][N+]3C(C4C=CC=CC=4)=CC(C4C=CC=CC=4)=CC=3C3C=CC=CC=3)[CH2:25][C@H:24]2[O:55][CH3:56])=[O:21])=[C:18]([O:60][CH3:61])[CH:17]=1>CC1C=CC=CC=1>[NH2:15][C:16]1[C:58]([Cl:59])=[CH:57][C:19]([C:20]([NH:22][C@H:23]2[CH2:28][CH2:27][N:26]([CH2:29][CH2:30][O:7][C:4]3[CH:5]=[CH:6][N:1]=[CH:2][CH:3]=3)[CH2:25][C@H:24]2[O:55][CH3:56])=[O:21])=[C:18]([O:60][CH3:61])[CH:17]=1 |f:1.2,3.4|. Procedure: A mixture of 2.36 parts of 4-pyridinol, 1.2 parts of a sodium hydride dispersion 50% and 18 parts of methylbenzene was stirred for 2 hours at room temperature. A solution of 7.1 parts of cis-1-[2-[4-[(4-amino-5-chloro-2-methoxybenzoyl)amino]-3-methoxy-1-piperidinyl]ethyl]-2,4,6-triphenylpyridinium tetrafluoroborate in 9 parts of methylbenzene was added and stirring was continued first for 4 hours at reflux temperature and then overnight at room temperture. The whole was extracted five times with... The reactants are O[Li].O (LiOH.H2O), C(C)(C)(C)OC(=O)NCC1=CC=C(C=C1)NC1=NC=C(C(=N1)CCC1=C(C=CC=C1)CC(=O)OC)C(F)(F)F (methyl 2-(2-(2-(2-((4-(((tert-butoxycarbonyl)amino)methyl)phenyl)amino)-5-(trifluoromethyl)pyrimidin-4-yl)ethyl)phenyl)acetate). Run in CO (MeOH), O (water), C1CCOC1 (THF). Reaction conditions: time 8 hour. Product: C(C)(C)(C)OC(=O)NCC1=CC=C(C=C1)NC1=NC=C(C(=N1)CCC1=C(C=CC=C1)CC(=O)O)C(F)(F)F (2-(2-(2-(2-((4-(((tert-Butoxycarbonyl)amino)methyl)phenyl)amino)-5-(trifluoromethyl)pyrimidin-4-yl)ethyl)phenyl)acetic acid), oil. Isolated yield 83.0%. Reaction SMILES: O[Li].O.[C:4]([O:8][C:9]([NH:11][CH2:12][C:13]1[CH:18]=[CH:17][C:16]([NH:19][C:20]2[N:25]=[C:24]([CH2:26][CH2:27][C:28]3[CH:33]=[CH:32][CH:31]=[CH:30][C:29]=3[CH2:34][C:35]([O:37]C)=[O:36])[C:23]([C:39]([F:42])([F:41])[F:40])=[CH:22][N:21]=2)=[CH:15][CH:14]=1)=[O:10])([CH3:7])([CH3:6])[CH3:5]>CO.O.C1COCC1>[C:4]([O:8][C:9]([NH:11][CH2:12][C:13]1[CH:14]=[CH:15][C:16]([NH:19][C:20]2[N:25]=[C:24]([CH2:26][CH2:27][C:28]3[CH:33]=[CH:32][CH:31]=[CH:30][C:29]=3[CH2:34][C:35]([OH:37])=[O:36])[C:23]([C:39]([F:41])([F:42])[F:40])=[CH:22][N:21]=2)=[CH:17][CH:18]=1)=[O:10])([CH3:7])([CH3:5])[CH3:6] |f:0.1|. Reported procedure: LiOH.H2O (94 mg, 2.2 mmol) was added to a solution of methyl 2-(2-(2-(2-((4-(((tert-butoxycarbonyl)amino)methyl)phenyl)amino)-5-(trifluoromethyl)pyrimidin-4-yl)ethyl)phenyl)acetate (A14) (306 mg, 0.562 mmol) in MeOH (1 mL), water (1 mL) and THF (10 mL) and the resulting mixture was stirred at room temperature overnight. The volatiles were removed in vacuo and the resultant oil partitioned between EtOAc (150 mL) and 2 M aqueous NaOH (100 mL). The organic layer was separated, washed with water (2×... The reactants are Nc1ccc(N2CCN(C(=O)c3ccccc3)CC2)cc1Nc1ccccc1, CC(=O)O[BH-](OC(C)=O)OC(C)=O, CC(=O)O, ClCCCl, [Na+]. The product is CNc1ccc(N2CCN(C(=O)c3ccccc3)CC2)cc1Nc1ccccc1. Reaction SMILES: [C:1]([c:2]1[cH:3][cH:4][cH:5][cH:6][cH:7]1)(=[O:8])[N:9]1[CH2:10][CH2:11][N:12]([c:15]2[cH:16][cH:17][c:18]([NH2:28])[c:19]([NH:21][c:22]3[cH:23][cH:24][cH:25][cH:26][cH:27]3)[cH:20]2)[CH2:13][CH2:14]1.[C:33]([O:34][BH-:35]([O:36][C:37](=[O:38])[CH3:39])[O:40][C:41](=[O:42])[CH3:43])(=[O:44])[CH3:45].[CH3:29][C:30](=[O:31])[OH:32].[Cl:47][CH2:48][CH2:49][Cl:50].[Na+:46]>>[C:1]([c:2]1[cH:3][cH:4][cH:5][cH:6][cH:7]1)(=[O:8])[N:9]1[CH2:10][CH2:11][N:12]([c:15]2[cH:16][cH:17][c:18]([NH:28][CH3:29])[c:19]([NH:21][c:22]3[cH:23][cH:24][cH:25][cH:26][cH:27]3)[cH:20]2)[CH2:13][CH2:14]1.